From a dataset of the Open Reaction Database (ORD), a public repository of structured organic reaction records. describe an organic reaction: reactants, conditions, products, and yield Starting materials: CC(C)(C)OC(=O)CN1CCC(C(=O)Nc2ccc(O)c(Cl)c2)C1, ClCCl, O=C(O)C(F)(F)F. Product: O=C(O)CN1CCC(C(=O)Nc2ccc(O)c(Cl)c2)C1. Reaction SMILES: [C:1]([CH3:2])([CH3:3])([CH3:4])[O:5][C:6]([CH2:7][N:8]1[CH2:9][CH:10]([C:13]([NH:14][c:15]2[cH:16][c:17]([Cl:22])[c:18]([OH:21])[cH:19][cH:20]2)=[O:23])[CH2:11][CH2:12]1)=[O:24].[Cl:32][CH2:33][Cl:34].[F:25][C:26]([F:27])([F:28])[C:29]([OH:30])=[O:31]>>[O:5]=[C:6]([CH2:7][N:8]1[CH2:9][CH:10]([C:13]([NH:14][c:15]2[cH:16][c:17]([Cl:22])[c:18]([OH:21])[cH:19][cH:20]2)=[O:23])[CH2:11][CH2:12]1)[OH:24]. The reactants are C(C1=CC(=CC=C1)OC)=O (m-anisaldehyde), [Cl-].COC[P+](C1=CC=CC=C1)(C1=CC=CC=C1)C1=CC=CC=C1 ((methoxymethyl)triphenylphosphonium chloride), CC(C)([O-])C.[K+] (potassium tert-butoxide). Solvent: ice water, O1CCCC1 (tetrahydrofuran). Conditions: time 2 hour. Product: COC=1C=C(C=COC)C=CC1 (methyl (3-methoxystyryl) ether). Yield: 82.9%. Reaction SMILES: [CH:1](=O)[C:2]1[CH:7]=[CH:6][CH:5]=[C:4]([O:8][CH3:9])[CH:3]=1.[Cl-].[CH3:12][O:13][CH2:14][P+](C1C=CC=CC=1)(C1C=CC=CC=1)C1C=CC=CC=1.CC(C)([O-])C.[K+]>O1CCCC1>[CH3:9][O:8][C:4]1[CH:3]=[C:2]([CH:7]=[CH:6][CH:5]=1)[CH:1]=[CH:12][O:13][CH3:14] |f:1.2,3.4|. Procedure details: Ninety grams of m-anisaldehyde, 250 g of (methoxymethyl)triphenylphosphonium chloride and 800 ml of tetrahydrofuran were mixed, and then 82.5 g of potassium tert-butoxide was added to this mixed suspension under ice-cooling, and the solution was stirred for 2 hours at room temperature. The reaction solution was poured in ice water, and after distilling out the THF, the mixture was extracted with ethyl acetate. The extract solution was washed with sodium bicarbonate aqueous solution and dried. Th... The reactants are C1CCOC1, CO, Cc1cc(Nc2nn(-c3ccc(C(C)(C)C)cc3)c(=O)c3cc([N+](=O)[O-])ccc23)n(C(C)(C)C)n1. Yields the product Cc1cc(Nc2nn(-c3ccc(C(C)(C)C)cc3)c(=O)c3cc(N)ccc23)n(C(C)(C)C)n1. Reaction SMILES: [CH2:38]1[O:39][CH2:40][CH2:41][CH2:42]1.[CH3:36][OH:37].[N+:1]([O-:2])(=[O:3])[c:4]1[cH:5][cH:6][c:7]2[c:8]([NH:25][c:26]3[n:27]([C:32]([CH3:33])([CH3:34])[CH3:35])[n:28][c:29]([CH3:31])[cH:30]3)[n:9][n:10](-[c:15]3[cH:16][cH:17][c:18]([C:21]([CH3:22])([CH3:23])[CH3:24])[cH:19][cH:20]3)[c:11](=[O:14])[c:12]2[cH:13]1>>[NH2:1][c:4]1[cH:5][cH:6][c:7]2[c:8]([NH:25][c:26]3[n:27]([C:32]([CH3:33])([CH3:34])[CH3:35])[n:28][c:29]([CH3:31])[cH:30]3)[n:9][n:10](-[c:15]3[cH:16][cH:17][c:18]([C:21]([CH3:22])([CH3:23])[CH3:24])[cH:19][cH:20]3)[c:11](=[O:14])[c:12]2[cH:13]1. Starting materials: COC(C(C)Br)=O (2-bromopropionic acid methyl ester), [O-]C#N.[K+] (potassium cyanate), CO (methanol). Product: COC(C(C)NC(=O)OC)=O (2-methoxycarbonylaminopropionic acid methyl ester). Yield: 59.0%. As a reaction SMILES: [CH3:1][O:2][C:3](=[O:7])[CH:4](Br)[CH3:5].[O-:8][C:9]#[N:10].[K+].[CH3:12][OH:13]>>[CH3:1][O:2][C:3](=[O:7])[CH:4]([NH:10][C:9]([O:13][CH3:12])=[O:8])[CH3:5] |f:1.2|. Procedure: From the reaction of 11.69 grams of 2-bromopropionic acid methyl ester with 8.52 grams of potassium cyanate and 7.85 grams of methanol under the conditions described in Example 1 there were isolated 6.66 grams (59%) of 2-methoxycarbonylaminopropionic acid methyl ester with a boiling point of 65°-67° C./0.0013 mbar. Reactants: O=C([O-])[O-], Cc1ccc(S(=O)(=O)OCC2CCc3cccc(OS(=O)(=O)C(F)(F)F)c3O2)cc1, [Cl-], OB(O)c1cc(Cl)ccc1Cl, [K+], [K+], [Li+], C1COCCO1, O, c1ccc(P(c2ccccc2)(c2ccccc2)[Pd](P(c2ccccc2)(c2ccccc2)c2ccccc2)(P(c2ccccc2)(c2ccccc2)c2ccccc2)P(c2ccccc2)(c2ccccc2)c2ccccc2)cc1. Product: Cc1ccc(S(=O)(=O)OCC2CCc3cccc(-c4cc(Cl)ccc4Cl)c3O2)cc1. Reaction SMILES: [C:42](=[O:43])([O-:44])[O-:45].[CH3:1][c:2]1[cH:3][cH:4][c:5]([S:8](=[O:9])(=[O:10])[O:11][CH2:12][CH:13]2[O:14][c:15]3[c:16]([O:23][S:24]([C:25]([F:26])([F:27])[F:28])(=[O:29])=[O:30])[cH:17][cH:18][cH:19][c:20]3[CH2:21][CH2:22]2)[cH:6][cH:7]1.[Cl-:49].[Cl:31][c:32]1[c:33]([B:39]([OH:40])[OH:41])[cH:34][c:35]([Cl:38])[cH:36][cH:37]1.[K+:46].[K+:47].[Li+:48].[O:50]1[CH2:51][CH2:52][O:53][CH2:54][CH2:55]1.[OH2:56].[cH:57]1[cH:58][cH:59][c:60]([P:61]([Pd:62]([P:63]([c:64]2[cH:65][cH:66][cH:67][cH:68][cH:69]2)([c:70]2[cH:71][cH:72][cH:73][cH:74][cH:75]2)[c:76]2[cH:77][cH:78][cH:79][cH:80][cH:81]2)([P:82]([c:83]2[cH:84][cH:85][cH:86][cH:87][cH:88]2)([c:89]2[cH:90][cH:91][cH:92][cH:93][cH:94]2)[c:95]2[cH:96][cH:97][cH:98][cH:99][cH:100]2)[P:101]([c:102]2[cH:103][cH:104][cH:105][cH:106][cH:107]2)([c:108]2[cH:109][cH:110][cH:111][cH:112][cH:113]2)[c:114]2[cH:115][cH:116][cH:117][cH:118][cH:119]2)([c:120]2[cH:121][cH:122][cH:123][cH:124][cH:125]2)[c:126]2[cH:127][cH:128][cH:129][cH:130][cH:131]2)[cH:132][cH:133]1>>[CH3:1][c:2]1[cH:3][cH:4][c:5]([S:8](=[O:9])(=[O:10])[O:11][CH2:12][CH:13]2[O:14][c:15]3[c:16](-[c:33]4[c:32]([Cl:31])[cH:37][cH:36][c:35]([Cl:38])[cH:34]4)[cH:17][cH:18][cH:19][c:20]3[CH2:21][CH2:22]2)[cH:6][cH:7]1. Procedure details: N-(5-chloropyridin-2-yl)-2-[(4-{1-[2-(dimethylamino)ethyl]-2-oxopiperidin-3-yl}benzoyl)amino]-3-hydroxybenzamide (300 mg) was dissolved in dimethylformamide (6 mL), and with cooling with ice, an aqueous 32% peracetic acid solution (135 μL) was added, followed by stirring with cooling with ice for 30 minutes. The reaction solution was put into an aqueous saturated sodium hydrogencarbonate solution (30 ml), followed by extraction with chloroform. The organic layer was dried with sodium sulfate and... Starting materials: C(C)(=O)OO (peracetic acid), ClC=1C=CC(=NC1)NC(C1=C(C(=CC=C1)O)NC(C1=CC=C(C=C1)C1C(N(CCC1)CCN(C)C)=O)=O)=O (N-(5-chloropyridin-2-yl)-2-[(4-{1-[2-(dimethylamino)ethyl]-2-oxopiperidin-3-yl}benzoyl)amino]-3-hydroxybenzamide), C(O)([O-])=O.[Na+] (sodium hydrogencarbonate). Product: ClC=1C=CC(=NC1)NC(C1=C(C(=CC=C1)O)NC(C1=CC=C(C=C1)C1C(N(CCC1)CC[N+]([O-])(C)C)=O)=O)=O (N-(5-chloropyridin-2-yl)-2-[(4-{1-[2-(dimethylnitroryl)ethyl]-2-oxopiperidin-3-yl}benzoyl)amino]-3-hydroxybenzamide). The solvent is CN(C=O)C (dimethylformamide). Reaction SMILES: [Cl:1][C:2]1[CH:3]=[CH:4][C:5]([NH:8][C:9](=[O:38])[C:10]2[CH:15]=[CH:14][CH:13]=[C:12]([OH:16])[C:11]=2[NH:17][C:18](=[O:37])[C:19]2[CH:24]=[CH:23][C:22]([CH:25]3[CH2:30][CH2:29][CH2:28][N:27]([CH2:31][CH2:32][N:33]([CH3:35])[CH3:34])[C:26]3=[O:36])=[CH:21][CH:20]=2)=[N:6][CH:7]=1.C(OO)(=[O:41])C.C(=O)([O-])O.[Na+]>CN(C)C=O>[Cl:1][C:2]1[CH:3]=[CH:4][C:5]([NH:8][C:9](=[O:38])[C:10]2[CH:15]=[CH:14][CH:13]=[C:12]([OH:16])[C:11]=2[NH:17][C:18](=[O:37])[C:19]2[CH:24]=[CH:23][C:22]([CH:25]3[CH2:30][CH2:29][CH2:28][N:27]([CH2:31][CH2:32][N+:33]([CH3:35])([CH3:34])[O-:41])[C:26]3=[O:36])=[CH:21][CH:20]=2)=[N:6][CH:7]=1 |f:2.3|. The reactants are Cl (hydrochloric acid), C(C)(=O)OCC=1CS[C@H]2N(C1C(=O)OC(C1=CC=CC=C1)C1=CC=CC=C1)C(C2NC(C(=NO)C=2N=C(SC2)NC(C2=CC=CC=C2)(C2=CC=CC=C2)C2=CC=CC=C2)=O)=O (diphenylmethyl 3-acetoxymethyl-7-[2-(2-tritylamino-4-thiazolyl)-2-hydroxyimino-acetamido]-ceph-3-eme-4-carboxylate), BrCC1=C2C(C(=O)NC2=O)=CC=C1 (bromomethyl phthalimide), C([O-])([O-])=O.[K+].[K+] (potassium carbonate). Solvent: CS(=O)C (dimethylsulfoxide), C(C)(=O)OCC (ethyl acetate). Conditions: time 15 minute. Product: C(C)(=O)OCC=1CS[C@H]2N(C1C(=O)OC(C1=CC=CC=C1)C1=CC=CC=C1)C(C2NC(C(=NOCN2C(C=1C(C2=O)=CC=CC1)=O)C=1N=C(SC1)NC(C1=CC=CC=C1)(C1=CC=CC=C1)C1=CC=CC=C1)=O)=O (diphenylmethyl 3-acetoxymethyl-7-[2-(2-tritylamino-4-thiazolyl)-2-phthalimidomethyloxyimino-acetamido]-ceph-3-eme-4-carboxylate). RXN SMILES: [C:1]([O:4][CH2:5][C:6]1[CH2:7][S:8][C@@H:9]2[CH:29]([NH:30][C:31](=[O:60])[C:32]([C:35]3[N:36]=[C:37]([NH:40][C:41]([C:54]4[CH:59]=[CH:58][CH:57]=[CH:56][CH:55]=4)([C:48]4[CH:53]=[CH:52][CH:51]=[CH:50][CH:49]=4)[C:42]4[CH:47]=[CH:46][CH:45]=[CH:44][CH:43]=4)[S:38][CH:39]=3)=[N:33][OH:34])[C:28](=[O:61])[N:10]2[C:11]=1[C:12]([O:14][CH:15]([C:22]1[CH:27]=[CH:26][CH:25]=[CH:24][CH:23]=1)[C:16]1[CH:21]=[CH:20][CH:19]=[CH:18][CH:17]=1)=[O:13])(=[O:3])[CH3:2].BrC[C:64]1[CH:74]=[CH:73][CH:72]=[C:66]2[C:67]([NH:69][C:70](=[O:71])[C:65]=12)=[O:68].[C:75](=O)([O-])[O-].[K+].[K+].Cl>C(OCC)(=O)C.CS(C)=O>[C:1]([O:4][CH2:5][C:6]1[CH2:7][S:8][C@@H:9]2[CH:29]([NH:30][C:31](=[O:60])[C:32]([C:35]3[N:36]=[C:37]([NH:40][C:41]([C:48]4[CH:53]=[CH:52][CH:51]=[CH:50][CH:49]=4)([C:54]4[CH:55]=[CH:56][CH:57]=[CH:58][CH:59]=4)[C:42]4[CH:43]=[CH:44][CH:45]=[CH:46][CH:47]=4)[S:38][CH:39]=3)=[N:33][O:34][CH2:75][N:69]3[C:70](=[O:71])[C:65]4=[CH:64][CH:74]=[CH:73][CH:72]=[C:66]4[C:67]3=[O:68])[C:28](=[O:61])[N:10]2[C:11]=1[C:12]([O:14][CH:15]([C:16]1[CH:17]=[CH:18][CH:19]=[CH:20][CH:21]=1)[C:22]1[CH:23]=[CH:24][CH:25]=[CH:26][CH:27]=1)=[O:13])(=[O:3])[CH3:2] |f:2.3.4|. Reported procedure: A mixture of 0.085 g of the product of Step B, 0.12 g of bromomethyl phthalimide, 0.069 g of potassium carbonate and 0.4 ml of dimethylsulfoxide was vigorously stirred for 15 minutes at room temperature and 10 ml of 0.1 N hydrochloric acid were added thereto. The mixture was vacuum filtered and the product was washed with water and dried to obtain 0.124 g of raw product. The latter was dissolved in 1 ml of ethyl acetate and the solution was treated with activated carbon and the solvent was disti... Starting materials: C1CCOC1, CO, CC(C)CCn1c(Cn2c(=O)n(C(C)C)c3ccccc32)nc2c(C=CC#N)cccc21. Yields the product CC(C)CCn1c(Cn2c(=O)n(C(C)C)c3ccccc32)nc2c(CCC#N)cccc21. Reaction SMILES: [CH2:33]1[O:34][CH2:35][CH2:36][CH2:37]1.[CH3:38][OH:39].[CH:1]([CH3:2])([CH3:3])[n:4]1[c:5](=[O:32])[n:6]([CH2:13][c:14]2[n:15][c:16]3[c:17]([n:18]2[CH2:19][CH2:20][CH:21]([CH3:22])[CH3:23])[cH:24][cH:25][cH:26][c:27]3[CH:28]=[CH:29][C:30]#[N:31])[c:7]2[c:8]1[cH:9][cH:10][cH:11][cH:12]2>>[CH:1]([CH3:2])([CH3:3])[n:4]1[c:5](=[O:32])[n:6]([CH2:13][c:14]2[n:15][c:16]3[c:17]([n:18]2[CH2:19][CH2:20][CH:21]([CH3:22])[CH3:23])[cH:24][cH:25][cH:26][c:27]3[CH2:28][CH2:29][C:30]#[N:31])[c:7]2[c:8]1[cH:9][cH:10][cH:11][cH:12]2. Reactants: C(C1=CC=CC=C1)OC1=CC=C(C=C1)C1=C(N=NC(=C1)OC1CCN(CC1)C)CCCC (4-(4-benzyloxy-phenyl)-3-butyl-6-(1-methyl-piperidin-4-yloxy)-pyridazine). Reagents/catalysts: [Pd] (palladium on activated carbon). Solvent: CO.C(C)(=O)OCC (methanol ethyl acetate). Reaction conditions: time 2 hour. Yields the product C(CCC)C=1N=NC(=CC1C1=CC=C(C=C1)O)OC1CCN(CC1)C (4-[3-butyl-6-(1-methyl-piperidin-4-yloxy)-pyridazin-4-yl]-phenol). The yield is 84.9%. Reaction SMILES: C([O:8][C:9]1[CH:14]=[CH:13][C:12]([C:15]2[CH:20]=[C:19]([O:21][CH:22]3[CH2:27][CH2:26][N:25]([CH3:28])[CH2:24][CH2:23]3)[N:18]=[N:17][C:16]=2[CH2:29][CH2:30][CH2:31][CH3:32])=[CH:11][CH:10]=1)C1C=CC=CC=1>CO.C(OCC)(=O)C.[Pd]>[CH2:29]([C:16]1[N:17]=[N:18][C:19]([O:21][CH:22]2[CH2:23][CH2:24][N:25]([CH3:28])[CH2:26][CH2:27]2)=[CH:20][C:15]=1[C:12]1[CH:11]=[CH:10][C:9]([OH:8])=[CH:14][CH:13]=1)[CH2:30][CH2:31][CH3:32] |f:1.2|. Reported procedure: To a solution of 4-(4-benzyloxy-phenyl)-3-butyl-6-(1-methyl-piperidin-4-yloxy)-pyridazine (Example 1, 14 mmol, 6.04 g) in methanol/ethyl acetate (100 mL, 1/1) was added 10% palladium on activated carbon (10% by weight, 0.60 g). The mixture was repeatedly de-gassed under vacuum, filled with hydrogen for 3 times. Then hydrogen balloons were attached to the reaction, which was stirred at room temperature for 2 hours. TLC/LCMS monitored to completion. The mixture was then filtered through celite, th...